This data is from the Open Reaction Database (ORD), a public repository of structured organic reaction records. The task is: describe an organic reaction: reactants, conditions, products, and yield Starting materials: c1ccc(COc2ccc(N3CCNCC3)cc2)cc1, Cl, O=C(NCC(F)(F)F)C1(CCCCBr)c2ccccc2-c2ccccc21. The product is O=C(NCC(F)(F)F)C1(CCCCN2CCN(c3ccc(OCc4ccccc4)cc3)CC2)c2ccccc2-c2ccccc21. RXN SMILES: [CH2:2]([c:3]1[cH:4][cH:5][cH:6][cH:7][cH:8]1)[O:9][c:10]1[cH:11][cH:12][c:13]([N:16]2[CH2:17][CH2:18][NH:19][CH2:20][CH2:21]2)[cH:14][cH:15]1.[ClH:1].[F:22][C:23]([CH2:24][NH:25][C:26](=[O:27])[C:28]1([CH2:41][CH2:42][CH2:43][CH2:44][Br:45])[c:29]2[cH:30][cH:31][cH:32][cH:33][c:34]2-[c:35]2[cH:36][cH:37][cH:38][cH:39][c:40]21)([F:46])[F:47]>>[CH2:2]([c:3]1[cH:4][cH:5][cH:6][cH:7][cH:8]1)[O:9][c:10]1[cH:11][cH:12][c:13]([N:16]2[CH2:17][CH2:18][N:19]([CH2:44][CH2:43][CH2:42][CH2:41][C:28]3([C:26]([NH:25][CH2:24][C:23]([F:22])([F:46])[F:47])=[O:27])[c:29]4[cH:30][cH:31][cH:32][cH:33][c:34]4-[c:35]4[cH:36][cH:37][cH:38][cH:39][c:40]43)[CH2:20][CH2:21]2)[cH:14][cH:15]1. Reactants: BrCCCBr (1,3-dibromopropane), C1(=CC=CC=2CCCCC12)O (5,6,7,8-tetrahydronaphthalene-1-ol), [OH-].[Na+] (sodium hydroxide). The reagents and catalysts are S([O-])(O)(=O)=O.C(CCC)[N+](CCCC)(CCCC)CCCC (tetra-n-butylammonium bisulfate). The solvent is C(Cl)Cl (methylene chloride), O (water). The product is crude product, BrCCCOC1=C2CCCCC2=CC=C1 (5-(3-Bromopropoxy)-1,2,3,4-tetrahydronaphthalene). Yield: 66.5%. As a reaction SMILES: [C:1]1([OH:11])[C:10]2[CH2:9][CH2:8][CH2:7][CH2:6][C:5]=2[CH:4]=[CH:3][CH:2]=1.[OH-].[Na+].[Br:14][CH2:15][CH2:16][CH2:17]Br>C(Cl)Cl.O.S(=O)(=O)(O)[O-].C([N+](CCCC)(CCCC)CCCC)CCC>[Br:14][CH2:15][CH2:16][CH2:17][O:11][C:1]1[CH:2]=[CH:3][CH:4]=[C:5]2[C:10]=1[CH2:9][CH2:8][CH2:7][CH2:6]2 |f:1.2,6.7|. Procedure details: The title compound was prepared according to the procedure of Example 7 using 5,6,7,8-tetrahydronaphthalene-1-ol (10 g, 0.067 mol) in methylene chloride (100 ml), sodium hydroxide (5.5 g, 0.134 mol) in water (100 ml), 1,3-dibromopropane (47 g, 0.23 mol) and tetra-n-butylammonium bisulfate (23 g, 0.067 mol). Chromatography of the crude product on silica gel using 1% ethyl acetate/hexane as eluent gave 12 g (60%) of the title compound as an oil. Reactants: O (water), ClCCOC1=C(C=CC(=C1)F)OC (2-(2-chloroethoxy)-4-fluoroanisole), C1(C=2C(C(N1)=O)=CC=CC2)=O (phthalimide), C([O-])([O-])=O.[K+].[K+] (potassium carbonate). The solvent is CN(C=O)C (N,N-dimethylformamide). The product is FC=1C=CC(=C(OCCN2C(C=3C(C2=O)=CC=CC3)=O)C1)OC (N-[2-(5-fluoro-2-methoxyphenoxy)ethyl]phthalimide). The yield is 84.4%. Reaction SMILES: Cl[CH2:2][CH2:3][O:4][C:5]1[CH:10]=[C:9]([F:11])[CH:8]=[CH:7][C:6]=1[O:12][CH3:13].[C:14]1(=[O:24])[NH:18][C:17](=[O:19])[C:16]2=[CH:20][CH:21]=[CH:22][CH:23]=[C:15]12.C(=O)([O-])[O-].[K+].[K+].O>CN(C)C=O>[F:11][C:9]1[CH:8]=[CH:7][C:6]([O:12][CH3:13])=[C:5]([CH:10]=1)[O:4][CH2:3][CH2:2][N:18]1[C:17](=[O:19])[C:16]2=[CH:20][CH:21]=[CH:22][CH:23]=[C:15]2[C:14]1=[O:24] |f:2.3.4|. Reported procedure: A suspension of 8.00 g of 2-(2-chloroethoxy)-4-fluoroanisole, 5.75 g of phthalimide and 3.24 g of potassium carbonate in 15 ml of N,N-dimethylformamide was heated for 2 hours at 120°-130° C. After cooling, the reaction mixture was poured into water. The precipitate was filtered to give 10.4 g of N-[2-(5-fluoro-2-methoxyphenoxy)ethyl]phthalimide as colorless crystals, which were recrystallized from ethanol as colorless needles, m.p. 134.5°-136° C.